Dataset: the Open Reaction Database (ORD), a public repository of structured organic reaction records. Task: describe an organic reaction: reactants, conditions, products, and yield The reactants are Cl.N1CC(=CCC1)C(=O)OCC (Ethyl 1,2,5,6-tetrahydro-3-pyridinecarboxylate hydrochloride), C([O-])([O-])=O.[K+].[K+] (potassium carbonate), C1(=CC=C(C=C1)S(=O)(=O)Cl)C (p-Toluenesulphonyl chloride), C(CCC)[Li] (n-butyl-lithium), C1(=CC=CC=C1)C(CCOCCO)C1=CC=CC=C1 (2-(3,3-diphenyl-1-propyloxy)ethanol). Run in ice water, C(C)(=O)OCC (ethyl acetate), hexanes, C1CCOC1 (THF). Run at temperature 10 celsius, time 1 hour. The product is 9, C(C)OC(=O)C=1CN(CCC1)CCOCCC(C1=CC=CC=C1)C1=CC=CC=C1 (N-(2-(3,3-Diphenyl-1-propyloxy)ethyl)-1,2,5,6-tetrahydro-3-pyridinecarboxylic acid ethyl ester). The yield is 32.0%. RXN SMILES: [C:1]1([CH:7]([C:14]2[CH:19]=[CH:18][CH:17]=[CH:16][CH:15]=2)[CH2:8][CH2:9][O:10][CH2:11][CH2:12]O)[CH:6]=[CH:5][CH:4]=[CH:3][CH:2]=1.C([Li])CCC.C1(C)C=CC(S(Cl)(=O)=O)=CC=1.Cl.[NH:37]1[CH2:42][CH2:41][CH:40]=[C:39]([C:43]([O:45][CH2:46][CH3:47])=[O:44])[CH2:38]1.C(=O)([O-])[O-].[K+].[K+]>C1COCC1.C(OCC)(=O)C>[CH2:46]([O:45][C:43]([C:39]1[CH2:38][N:37]([CH2:12][CH2:11][O:10][CH2:9][CH2:8][CH:7]([C:1]2[CH:2]=[CH:3][CH:4]=[CH:5][CH:6]=2)[C:14]2[CH:15]=[CH:16][CH:17]=[CH:18][CH:19]=2)[CH2:42][CH2:41][CH:40]=1)=[O:44])[CH3:47] |f:3.4,5.6.7|. Reported procedure: 2-(3,3-Diphenyl-3-propen-1-yloxy)ethanol (4.0 g, 15.7 mmol) was dissolved in dry dioxan (80 ml) and stirred under an atmosphere of hydrogen for 3 h at room temperature in the presence of 10% palladium on carbon catalyst (50% aqueous paste) and then filtered. The solvent was evaporated in vacuo to give 4.0 g (100%) of 2-(3,3-diphenyl-1-propyloxy)ethanol. A solution of 2-(3,3-diphenyl-1-propyloxy)ethanol (3.9 g, 15 mmol) in dry THF (30 ml) kept under a nitrogen atmosphere was cooled to 10° C. and ... Starting materials: C1COCCOCCOCCOCCOCCO1 (18-Crown-6), [C-]#N.[K+] (KCN), COC[C@H]1C[C@@H](CN1C(=O)OCC1=CC=CC=C1)S(=O)(=O)C1=CC=C(C)C=C1 (trans-5-Methoxymethyl-3-Tosyl-Cbz-Pyrrolidine). The solvent is O (H2O), CS(=O)C (DMSO). Conditions: temperature 80 celsius, time 6 hour. The product is COC[C@@H]1C[C@@H](CN1C(=O)OCC1=CC=CC=C1)C#N (cis-5-Methoxymethyl-3-Cyano-Cbz-Pyrrolidine). Isolated yield 69.0%. As a reaction SMILES: [CH3:1][O:2][CH2:3][C@@H:4]1[N:8]([C:9]([O:11][CH2:12][C:13]2[CH:18]=[CH:17][CH:16]=[CH:15][CH:14]=2)=[O:10])[CH2:7][C@@H:6](S(C2C=CC(C)=CC=2)(=O)=O)[CH2:5]1.C1OCCOCCOCCOCCOCCOC1.[C-:47]#[N:48].[K+]>CS(C)=O.O>[CH3:1][O:2][CH2:3][C@H:4]1[N:8]([C:9]([O:11][CH2:12][C:13]2[CH:14]=[CH:15][CH:16]=[CH:17][CH:18]=2)=[O:10])[CH2:7][C@@H:6]([C:47]#[N:48])[CH2:5]1 |f:2.3|. Procedure: 5 (13.76 g, 0.034 mol) was dissolved in DMSO (17 mL). 18-Crown-6 (5 eq) and finely ground KCN (5 eq) were added and the reaction mixture was stirred for 6 h at 80° C. The reaction solution was diluted with H2O (17 mL) and then extracted with ethyl acetate. The organic solution was dried over MgSO4 and concentrated. The crude product was purified by column chromatography eluting with hexanes/ethyl acetate (4/1, v/v) to afford 13.76 g (69% yield) of the desired product 6 as a colorless oil.